From a dataset of the Open Reaction Database (ORD), a public repository of structured organic reaction records. describe an organic reaction: reactants, conditions, products, and yield Reactants: [BH4-], CO, O=C(NCCN1CCOCC1)c1cc2ncnc(Oc3ccc([N+](=O)[O-])cc3F)c2s1, [Na+], Cl[Ni]Cl. Product: Nc1ccc(Oc2ncnc3cc(C(=O)NCCN4CCOCC4)sc23)c(F)c1. As a reaction SMILES: [BH4-:32].[CH3:34][OH:35].[F:1][c:2]1[c:3]([O:4][c:5]2[c:6]3[c:7]([n:8][cH:9][n:10]2)[cH:11][c:12]([C:14](=[O:15])[NH:16][CH2:17][CH2:18][N:19]2[CH2:20][CH2:21][O:22][CH2:23][CH2:24]2)[s:13]3)[cH:25][cH:26][c:27]([N+:29]([O-:30])=[O:31])[cH:28]1.[Na+:33].[Ni:36]([Cl:37])[Cl:38]>>[F:1][c:2]1[c:3]([O:4][c:5]2[c:6]3[c:7]([n:8][cH:9][n:10]2)[cH:11][c:12]([C:14](=[O:15])[NH:16][CH2:17][CH2:18][N:19]2[CH2:20][CH2:21][O:22][CH2:23][CH2:24]2)[s:13]3)[cH:25][cH:26][c:27]([NH2:29])[cH:28]1.